From a dataset of the Open Reaction Database (ORD), a public repository of structured organic reaction records. describe an organic reaction: reactants, conditions, products, and yield Starting materials: CCN(C(C)C)C(C)C, O=Cc1ccc(C(=O)Cl)cc1, Nc1ccc(OCC(F)(F)C(F)F)cc1, [Na+], C1CCOC1, O=C([O-])O. The product is O=Cc1ccc(C(=O)Nc2ccc(OCC(F)(F)C(F)F)cc2)cc1. Reaction SMILES: [CH:16]([N:17]([CH2:18][CH3:19])[CH:20]([CH3:21])[CH3:22])([CH3:23])[CH3:24].[CH:25](=[O:26])[c:27]1[cH:28][cH:29][c:30]([C:31](=[O:32])[Cl:33])[cH:34][cH:35]1.[F:1][C:2]([CH2:3][O:4][c:5]1[cH:6][cH:7][c:8]([NH2:9])[cH:10][cH:11]1)([CH:12]([F:13])[F:14])[F:15].[Na+:36].[O:41]1[CH2:42][CH2:43][CH2:44][CH2:45]1.[OH:37][C:38](=[O:39])[O-:40]>>[F:1][C:2]([CH2:3][O:4][c:5]1[cH:6][cH:7][c:8]([NH:9][C:31]([c:30]2[cH:29][cH:28][c:27]([CH:25]=[O:26])[cH:35][cH:34]2)=[O:32])[cH:10][cH:11]1)([CH:12]([F:13])[F:14])[F:15]. The reactants are C(C)(C)(C)C1=CC(=CC2=C1OCC2(C)C)C#N (7-tert-butyl-5-cyano-2,3-dihydro-3,3-dimethylbenzo[b]furan), C([O-])([O-])=O.[K+].[K+] (potassium carbonate), Cl.NO (hydroxylamine hydrochloride). Run in C(C)O (ethanol). The product is C(C)(C)(C)C1=CC(=CC2=C1OCC2(C)C)C(N)=NO (7-tert-Butyl-2,3-dihydro-3,3-dimethyl-5-benzo[b]furancarboxamide Oxime). Yield: 42.8%. Reaction SMILES: [C:1]([C:5]1[C:10]2[O:11][CH2:12][C:13]([CH3:15])([CH3:14])[C:9]=2[CH:8]=[C:7]([C:16]#[N:17])[CH:6]=1)([CH3:4])([CH3:3])[CH3:2].C(=O)([O-])[O-].[K+].[K+].Cl.[NH2:25][OH:26]>C(O)C>[C:1]([C:5]1[C:10]2[O:11][CH2:12][C:13]([CH3:15])([CH3:14])[C:9]=2[CH:8]=[C:7]([C:16](=[N:25][OH:26])[NH2:17])[CH:6]=1)([CH3:4])([CH3:2])[CH3:3] |f:1.2.3,4.5|. Reported procedure: A mixture of 7-tert-butyl-5-cyano-2,3-dihydro-3,3-dimethylbenzo[b]furan (6.39 g, 27.9 mmol), potassium carbonate (15.80 g, 114.0 mmol), hydroxylamine hydrochloride (7.93 g, 114.0 mmol), and 135 mL of ethanol is heated at reflux for 20 h. The reaction mixture is cooled to room temperature, filtered, and concentrated in vacuo to give a solid residue. Purification by flash column chromatography on silica gel (20% ethyl acetate-hexane→5% methanol-dichloromethane) furnishes about 3.13 g (43%) of the ... Procedure: 66.6 g of a 1.6 molar solution of n-butyllithium (0.156 mol) in n-hexane were added dropwise to a solution of 6.5 g of O-methylhydroxylammonium chloride (78 mmol) in 200 ml of tetrahydrofuran at -10° C. Stirring was carried out for 10 minutes at -10° C., and 20 g of 4-methoxy-2-methylsulfonyl-6-trifluoromethylpyrimidine (78 mmol) were added to the cloudy solution. Stirring was carried out for 1 hour at 25° C., the reaction batch was introduced into 200 ml of water, and the organic phase was sepa... The yield is 43.1%. Starting materials: solution, C(CCC)[Li] (n-butyllithium), [Cl-].CO[NH3+] (O-methylhydroxylammonium chloride), COC1=NC(=NC(=C1)C(F)(F)F)S(=O)(=O)C (4-methoxy-2-methylsulfonyl-6-trifluoromethylpyrimidine), O (water). Solvent: CCCCCC (n-hexane), O1CCCC1 (tetrahydrofuran). RXN SMILES: C([Li])CCC.[Cl-].[CH3:7][O:8][NH3+:9].[CH3:10][O:11][C:12]1[CH:17]=[C:16]([C:18]([F:21])([F:20])[F:19])[N:15]=[C:14](S(C)(=O)=O)[N:13]=1.O>CCCCCC.O1CCCC1>[CH3:7][O:8][NH:9][C:14]1[N:13]=[C:12]([O:11][CH3:10])[CH:17]=[C:16]([C:18]([F:21])([F:19])[F:20])[N:15]=1 |f:1.2|. Yields the product CONC1=NC(=CC(=N1)OC)C(F)(F)F (2-(N-Methoxyamino)-4-methoxy-6-trifluoromethylpyrimidine). Reaction conditions: time 10 minute.